Task: describe an organic reaction: reactants, conditions, products, and yield. Dataset: the Open Reaction Database (ORD), a public repository of structured organic reaction records The reactants are Brc1c(OC2CCCCO2)ccc2c1cnn2C1CCCCO1, COB(OC)OC, CC(=O)O, [Na+], [Na+], C1CCOC1, O, OO, O=S([O-])O, O=C([O-])O. Product: Oc1c(OC2CCCCO2)ccc2c1cnn2C1CCCCO1. Reaction SMILES: [Br:1][c:2]1[c:3]2[cH:4][n:5][n:6]([CH:18]3[O:19][CH2:20][CH2:21][CH2:22][CH2:23]3)[c:7]2[cH:8][cH:9][c:10]1[O:11][CH:12]1[O:13][CH2:14][CH2:15][CH2:16][CH2:17]1.[CH3:24][O:25][B:26]([O:27][CH3:28])[O:29][CH3:30].[CH3:31][C:32](=[O:33])[OH:34].[Na+:37].[Na+:42].[O:47]1[CH2:48][CH2:49][CH2:50][CH2:51]1.[OH2:52].[OH:35][OH:36].[OH:38][S:39](=[O:40])[O-:41].[OH:43][C:44](=[O:45])[O-:46]>>[c:2]1([OH:25])[c:3]2[cH:4][n:5][n:6]([CH:18]3[O:19][CH2:20][CH2:21][CH2:22][CH2:23]3)[c:7]2[cH:8][cH:9][c:10]1[O:11][CH:12]1[O:13][CH2:14][CH2:15][CH2:16][CH2:17]1. The reactants are [Si](C)(C)(C(C)(C)C)OCC1=CC(=C(S1)C(=O)OC)C1=CC=CC=C1 (methyl 5-((tert-butyldimethylsilyloxy)methyl)-3-phenylthiophene-2-carboxylate), Cl (HCl). Solvent: CO (MeOH). The product is OCC1=CC(=C(S1)C(=O)OC)C1=CC=CC=C1 (methyl 5-(hydroxymethyl)-3-phenylthiophene-2-carboxylate). RXN SMILES: [Si]([O:8][CH2:9][C:10]1[S:14][C:13]([C:15]([O:17][CH3:18])=[O:16])=[C:12]([C:19]2[CH:24]=[CH:23][CH:22]=[CH:21][CH:20]=2)[CH:11]=1)(C(C)(C)C)(C)C.Cl>CO>[OH:8][CH2:9][C:10]1[S:14][C:13]([C:15]([O:17][CH3:18])=[O:16])=[C:12]([C:19]2[CH:24]=[CH:23][CH:22]=[CH:21][CH:20]=2)[CH:11]=1. Procedure details: To a solution of 168 (6.389 g, 17.62 mmol) in 93 mL of MeOH was added concentrated HCl Reaction SMILES: [C:1]([CH3:2])([CH3:3])([CH3:4])[O:5][C:6](=[O:7])[N:8]1[CH:9]([CH2:13][O:14][c:15]2[cH:16][c:17]([CH2:18][CH2:19][NH:20][c:21]3[c:22](=[O:32])[n:23]([CH2:28][C:29](=[O:30])[OH:31])[c:24]([CH3:27])[cH:25][n:26]3)[cH:33][cH:34][cH:35]2)[CH2:10][CH2:11][CH2:12]1.[CH3:36][c:37]1[cH:38][nH:39][c:40]2[cH:41][cH:42][c:43]([CH2:46][NH2:47])[cH:44][c:45]12.[CH3:58][N:59]1[CH2:60][CH2:61][O:62][CH2:63][CH2:64]1.[CH3:65][N:66]([CH3:67])[CH:68]=[O:69].[OH:48][n:49]1[c:50]2[c:51]([cH:52][cH:53][cH:54][cH:55]2)[n:56][n:57]1>>[C:1]([CH3:2])([CH3:3])([CH3:4])[O:5][C:6](=[O:7])[N:8]1[CH:9]([CH2:13][O:14][c:15]2[cH:16][c:17]([CH2:18][CH2:19][NH:20][c:21]3[c:22](=[O:32])[n:23]([CH2:28][C:29](=[O:30])[NH:47][CH2:46][c:43]4[cH:42][cH:41][c:40]5[nH:39][cH:38][c:37]([CH3:36])[c:45]5[cH:44]4)[c:24]([CH3:27])[cH:25][n:26]3)[cH:33][cH:34][cH:35]2)[CH2:10][CH2:11][CH2:12]1. Starting materials: Cc1cnc(NCCc2cccc(OCC3CCCN3C(=O)OC(C)(C)C)c2)c(=O)n1CC(=O)O, Cc1c[nH]c2ccc(CN)cc12, CN1CCOCC1, CN(C)C=O, On1nnc2ccccc21. The product is Cc1c[nH]c2ccc(CNC(=O)Cn3c(C)cnc(NCCc4cccc(OCC5CCCN5C(=O)OC(C)(C)C)c4)c3=O)cc12. Starting materials: N1=C(C=NC2=CC=CC=C12)C=1C=C(C=CC1)N ((3-quinoxalin-2-ylphenyl)amine), C1(CC1)C(=O)Cl (cyclopropanecarbonyl chloride). Run in N1=CC=CC=C1 (pyridine), O (water). Reaction conditions: time 8 hour. Product: N1=C(C=NC2=CC=CC=C12)C=1C=C(C=CC1)NC(=O)C1CC1 (N-[3-(quinoxalin-2-yl)phenyl]cyclopropanecarboxamide). The yield is 69.1%. Reaction SMILES: [N:1]1[C:10]2[C:5](=[CH:6][CH:7]=[CH:8][CH:9]=2)[N:4]=[CH:3][C:2]=1[C:11]1[CH:12]=[C:13]([NH2:17])[CH:14]=[CH:15][CH:16]=1.[CH:18]1([C:21](Cl)=[O:22])[CH2:20][CH2:19]1>N1C=CC=CC=1.O>[N:1]1[C:10]2[C:5](=[CH:6][CH:7]=[CH:8][CH:9]=2)[N:4]=[CH:3][C:2]=1[C:11]1[CH:12]=[C:13]([NH:17][C:21]([CH:18]2[CH2:20][CH2:19]2)=[O:22])[CH:14]=[CH:15][CH:16]=1. Procedure: A solution of (3-quinoxalin-2-ylphenyl)amine (2.21 g, 0.01 mol) in pyridine (10 mL) was cooled to 0° C. and cyclopropanecarbonyl chloride (0.91 mL, 0.01 mol) was added dropwise over 10 min. The reaction mixture was stirred overnight at room temperature, diluted with water (50 mL) and stirred for 30 min. The resulting solid was filtered, dried, and recrystallized from toluene to afford N-[3-(quinoxalin-2-yl)phenyl]cyclopropanecarboxamide (2.0 g, 69% yield). LCMS calculated for C18H15N3O (M+H): 29... Product: C(C)(C)(C)OC(NC1(CCC1)C1=CC=C(C=C1)C=1C(=CC2=C(OC(C(N2CC#N)=O)CCO)N1)C1=CC=CC=C1)=O (tert-butyl(1-(4-(1-(cyanomethyl)-3-(2-hydroxyethyl)-2-oxo-7-phenyl-2,3-dihydro-1H-pyrido[2,3-b][1,4]oxazin-6-yl)phenyl)cyclobutyl)carbamate). Reaction SMILES: [OH:1][CH2:2][CH2:3][CH:4]1[O:9][C:8]2[N:10]=[C:11]([C:20]3[CH:25]=[CH:24][C:23]([C:26]4([NH:30][C:31](=[O:37])[O:32][C:33]([CH3:36])([CH3:35])[CH3:34])[CH2:29][CH2:28][CH2:27]4)=[CH:22][CH:21]=3)[C:12]([C:14]3[CH:19]=[CH:18][CH:17]=[CH:16][CH:15]=3)=[CH:13][C:7]=2[NH:6][C:5]1=[O:38].C(=O)([O-])[O-].[K+].[K+].Br[CH2:46][C:47]#[N:48]>CN(C=O)C>[C:33]([O:32][C:31](=[O:37])[NH:30][C:26]1([C:23]2[CH:24]=[CH:25][C:20]([C:11]3[C:12]([C:14]4[CH:15]=[CH:16][CH:17]=[CH:18][CH:19]=4)=[CH:13][C:7]4[N:6]([CH2:46][C:47]#[N:48])[C:5](=[O:38])[CH:4]([CH2:3][CH2:2][OH:1])[O:9][C:8]=4[N:10]=3)=[CH:21][CH:22]=2)[CH2:27][CH2:28][CH2:29]1)([CH3:35])([CH3:34])[CH3:36] |f:1.2.3|. Conditions: time 3 hour. Procedure: A solution of tert-butyl 1-(4-(3-(2-hydroxyethyl)-2-oxo-7-phenyl-2,3-dihydro-1H-pyrido[2,3-b][1,4]oxazin-6-yl)phenyl)cyclobutylcarbamate (51 mg, 0.099 mmol) in DMF(2 ml) was added potassium carbonate (41 mg) and 2-bromoacetonitrile (35.5 mg, 0.297 mmol). The reaction mixture was stirred at 50 degree for 3 h. Run in CN(C)C=O (DMF). The reactants are OCCC1C(NC2=C(O1)N=C(C(=C2)C2=CC=CC=C2)C2=CC=C(C=C2)C2(CCC2)NC(OC(C)(C)C)=O)=O (tert-butyl 1-(4-(3-(2-hydroxyethyl)-2-oxo-7-phenyl-2,3-dihydro-1H-pyrido[2,3-b][1,4]oxazin-6-yl)phenyl)cyclobutylcarbamate), C([O-])([O-])=O.[K+].[K+] (potassium carbonate), BrCC#N (2-bromoacetonitrile). Procedure: Methyl 4-(2-benzyl-6-bromophenoxymethyl)benzoate (prepared below) was dissolved in ethanol (50 ml) and THF (15 ml) and treated with a solution of sodium hydroxide (1N, 32 ml). The reaction was stirred for 72 hours, partially evaporated and the residue diluted with water and acidified with ethyl acetate to give a precipitate. The precipitate was recrystallised from ethanol/water to give the title product. MS (CI+): 397(M+H)+Elemental analysis: Calc: 63.5%C, 4.31%H Found: 63.3%C, 4.3%H Reactants: C1CCOC1 (THF), [OH-].[Na+] (sodium hydroxide), C(C1=CC=CC=C1)C1=C(OCC2=CC=C(C(=O)OC)C=C2)C(=CC=C1)Br (Methyl 4-(2-benzyl-6-bromophenoxymethyl)benzoate). Solvent: C(C)O (ethanol). As a reaction SMILES: [CH2:1]([C:8]1[CH:25]=[CH:24][CH:23]=[C:22]([Br:26])[C:9]=1[O:10][CH2:11][C:12]1[CH:21]=[CH:20][C:15]([C:16]([O:18]C)=[O:17])=[CH:14][CH:13]=1)[C:2]1[CH:7]=[CH:6][CH:5]=[CH:4][CH:3]=1.C1COCC1.[OH-].[Na+]>C(O)C>[CH2:1]([C:8]1[CH:25]=[CH:24][CH:23]=[C:22]([Br:26])[C:9]=1[O:10][CH2:11][C:12]1[CH:21]=[CH:20][C:15]([C:16]([OH:18])=[O:17])=[CH:14][CH:13]=1)[C:2]1[CH:3]=[CH:4][CH:5]=[CH:6][CH:7]=1 |f:2.3|. Conditions: time 72 hour. Product: C(C1=CC=CC=C1)C1=C(OCC2=CC=C(C(=O)O)C=C2)C(=CC=C1)Br (4-(2-benzyl-6-bromophenoxymethyl)benzoic acid).